From a dataset of the Open Reaction Database (ORD), a public repository of structured organic reaction records. describe an organic reaction: reactants, conditions, products, and yield Starting materials: NC=1SC=NN1 (2-amino-1,3,4-thiadiazole), C(C)OC(=O)N=C=S (ethoxycarbonyl isothiocyanate). Run in C(C)#N (acetonitrile). Reaction conditions: temperature 24 celsius. Yields the product S1C(=NN=C1)NC(=S)NC(OCC)=O ([(1,3,4-thiadiazol-2-ylamino)thioxomethyl]carbamic acid, ethyl ester). Yield: 79.4%. As a reaction SMILES: [NH2:1][C:2]1[S:3][CH:4]=[N:5][N:6]=1.[CH2:7]([O:9][C:10]([N:12]=[C:13]=[S:14])=[O:11])[CH3:8]>C(#N)C>[S:3]1[CH:4]=[N:5][N:6]=[C:2]1[NH:1][C:13]([NH:12][C:10](=[O:11])[O:9][CH2:7][CH3:8])=[S:14]. Procedure: To a stirred solution of 19.2 g (190 mM) of 2-amino-1,3,4-thiadiazole in 200 ml of acetonitrile were added in one portion 25 g (190 mM) of ethoxycarbonyl isothiocyanate. The reaction mixture was stirred at 24° C. for sixteen hours. The precipitate was collected by filtration, washed three times with ethyl acetate and dried to provide 35 g (80% yield) of [(1,3,4-thiadiazol-2-ylamino)thioxomethyl]carbamic acid, ethyl ester. Yields the product O(S(=O)(=O)C(F)(F)F)CCC#C (3-butynyl triflate). Conditions: temperature 0 celsius, time 15 minute. Reported procedure: The compound was prepared following a procedure of Hummel et al. Liebigs Ann. Chem. 746, 211-213 (1971). Anhydrous pyridine (20.0 mL, 19.6 g, 0.248 mol) was added to a stirred solution of trifluoromethanesulfonic anhydride (70.0 g, 0.248 mol) in anhydrous CH2Cl2 (500 mL) at 0° C. over a dry nitrogen atmosphere in an oven-dried apparatus. A heavy white precipitate formed immediately, and the resulting slurry was stirred for 15 min at 0° C. A solution of 3-butyn-1-ol (16.6 g, 0.236 mol) in anhydro... The yield is 79.6%. Starting materials: C(CC#C)O (3-butyn-1-ol), CCCCC (Pentane), N1=CC=CC=C1 (pyridine), FC(S(=O)(=O)OS(=O)(=O)C(F)(F)F)(F)F (trifluoromethanesulfonic anhydride). As a reaction SMILES: N1C=[CH:5][CH:4]=[CH:3][CH:2]=1.[F:7][C:8]([F:21])([F:20])[S:9]([O:12]S(C(F)(F)F)(=O)=O)(=[O:11])=[O:10].C(O)CC#C.CCCCC>C(Cl)Cl>[O:12]([CH2:2][CH2:3][C:4]#[CH:5])[S:9]([C:8]([F:21])([F:20])[F:7])(=[O:11])=[O:10]. Run in C(Cl)Cl (CH2Cl2), C(Cl)Cl (CH2Cl2). The reactants are C(C)(=O)OC(C)=O (Acetic anhydride), C(C)(=O)[O-].[K+] (potassium acetate), N(=O)OCCC(C)C (isoamyl nitrite), C(#N)C1=C(C(=C(C=C1)NC(C)=O)C)C (N-(4-cyano-2,3-dimethylphenyl)acetamide). Reagents/catalysts: [Br-].C(CCC)[N+](CCCC)(CCCC)CCCC (tetra-n-butylammonium bromide). Run in C(C)(=O)OCC (ethyl acetate), C(C)(=O)OCC (ethyl acetate). Conditions: time 7 hour. Yields the product CC1=C2C=NNC2=CC=C1C#N (4-methyl-1H-indazole-5-carbonitrile). Isolated yield 107.6%. RXN SMILES: C(OC(=O)C)(=O)C.C([O-])(=O)C.[K+].[N:13](OCCC(C)C)=O.[C:21]([C:23]1[CH:28]=[CH:27][C:26]([NH:29]C(=O)C)=[C:25]([CH3:33])[C:24]=1[CH3:34])#[N:22]>[Br-].C([N+](CCCC)(CCCC)CCCC)CCC.C(OCC)(=O)C>[CH3:34][C:24]1[C:23]([C:21]#[N:22])=[CH:28][CH:27]=[C:26]2[C:25]=1[CH:33]=[N:13][NH:29]2 |f:1.2,5.6|. Procedure: Acetic anhydride (2.1 ml, 22.3 mmol), tetra-n-butylammonium bromide (118 mg, 0.366 mmol), potassium acetate (1.44 g, 14.7 mmol) and isoamyl nitrite (1.3 ml, 9.68 mmol) were added to an ethyl acetate suspension (15 ml) of N-(4-cyano-2,3-dimethylphenyl)acetamide (1.38 g, 7.33 mmol) at room temperature, and then the reaction was carried out for 7 hours under reflux conditions. The reaction mixture was cooled, diluted with ethyl acetate, and then washed with a saturated aqueous sodium hydrogencarbon...